From a dataset of the Open Reaction Database (ORD), a public repository of structured organic reaction records. describe an organic reaction: reactants, conditions, products, and yield Starting materials: ClCCl, ClCCCl, COc1c(Cl)cc(F)c(-n2c(=O)cc(C(F)(F)F)n(C)c2=O)c1N. Product: Cn1c(C(F)(F)F)cc(=O)n(-c2c(F)cc(Cl)c(O)c2N)c1=O. RXN SMILES: [CH2:25]([Cl:26])[Cl:27].[Cl:28][CH2:29][CH2:30][Cl:31].[NH2:1][c:2]1[c:3](-[n:12]2[c:13](=[O:24])[n:14]([CH3:23])[c:15]([C:19]([F:20])([F:21])[F:22])[cH:16][c:17]2=[O:18])[c:4]([F:11])[cH:5][c:6]([Cl:10])[c:7]1[O:8][CH3:9]>>[NH2:1][c:2]1[c:3](-[n:12]2[c:13](=[O:24])[n:14]([CH3:23])[c:15]([C:19]([F:20])([F:21])[F:22])[cH:16][c:17]2=[O:18])[c:4]([F:11])[cH:5][c:6]([Cl:10])[c:7]1[OH:8]. Starting materials: CN1CCC(=O)CC1, CCO, CC(=O)O, COc1ccc(-n2cccc2)c(N)c1. Product: COc1ccc2c(c1)NC1(CCN(C)CC1)c1cccn1-2. Reaction SMILES: [CH3:1][N:2]1[CH2:3][CH2:4][C:5](=[O:8])[CH2:6][CH2:7]1.[CH3:27][CH2:28][OH:29].[CH3:9][C:10](=[O:11])[OH:12].[NH2:13][c:14]1[c:15](-[n:22]2[cH:23][cH:24][cH:25][cH:26]2)[cH:16][cH:17][c:18]([O:20][CH3:21])[cH:19]1>>[CH3:1][N:2]1[CH2:3][CH2:4][C:5]2([CH2:6][CH2:7]1)[NH:13][c:14]1[c:15]([cH:16][cH:17][c:18]([O:20][CH3:21])[cH:19]1)-[n:22]1[c:23]2[cH:24][cH:25][cH:26]1. Reactants: C(C)OC(=O)CC1=CC=C(C=C1)NCCCC(=O)OCC (ethyl 4-[4-(ethoxycarbonylmethyl)phenyl]aminobutanoate), [H-].[Na+] (sodium hydride), O (water). Run in O1CCCC1 (tetrahydrofuran). Product: C(C)OC(CC1=CC=C(C=C1)N1C(CCC1)=O)=O (ethyl[4-(2-oxopyrrolidin-1-yl)phenyl]acetate). Yield: 58.5%. Reaction SMILES: [CH2:1]([O:3][C:4]([CH2:6][C:7]1[CH:12]=[CH:11][C:10]([NH:13][CH2:14][CH2:15][CH2:16][C:17]([O:19]CC)=O)=[CH:9][CH:8]=1)=[O:5])[CH3:2].[H-].[Na+].O>O1CCCC1>[CH2:1]([O:3][C:4](=[O:5])[CH2:6][C:7]1[CH:12]=[CH:11][C:10]([N:13]2[CH2:14][CH2:15][CH2:16][C:17]2=[O:19])=[CH:9][CH:8]=1)[CH3:2] |f:1.2|. Procedure details: A mixture in tetrahydrofuran (50 ml) of ethyl 4-[4-(ethoxycarbonylmethyl)phenyl]aminobutanoate (2.4 g. 8.3 mmols) and sodium hydride (oily) (0.5 g, 12 mmols) was stirred, while heated under reflux, for 18 hours. The reaction mixture was poured into water, and extracted with ethyl acetate. The extract was washed with brine, and then dried with anhydrous magnesium sulfate. This was concentrated under reduced pressure, and the residue was purified through silica gel column chromatography to give a ... The reactants are C([O-])([O-])=O.[Cs+].[Cs+] (cesium carbonate), C(C1=CC=CC=C1)(C1=CC=CC=C1)=N (benzophenoneimine), C1(=CC=CC=C1)P(C1=C(C2=CC=CC=C2C=C1)C1=C(C=CC2=CC=CC=C12)P(C1=CC=CC=C1)C1=CC=CC=C1)C1=CC=CC=C1 (2,2′-bis(diphenylphosphino)-1,1′-binaphtyl), tris(dibenzylideneacetone)bis palladium, BrC=1C(=CC(=NC1)Cl)C (5-bromo-2-chloro-4-methylpyridine). Solvent: C1(=CC=CC=C1)C (toluene), [Cl-].[Na+].O (brine). Conditions: temperature 110 celsius, time 15 hour. Yields the product ClC1=NC=C(C(=C1)C)N (2-Chloro-4-methylpyridin-5-ylamine). RXN SMILES: Br[C:2]1[C:3]([CH3:9])=[CH:4][C:5]([Cl:8])=[N:6][CH:7]=1.C(=O)([O-])[O-].[Cs+].[Cs+].C(=[NH:29])(C1C=CC=CC=1)C1C=CC=CC=1.C1(P(C2C=CC=CC=2)C2C=CC3C(=CC=CC=3)C=2C2C3C(=CC=CC=3)C=CC=2P(C2C=CC=CC=2)C2C=CC=CC=2)C=CC=CC=1>C1(C)C=CC=CC=1.[Cl-].[Na+].O>[Cl:8][C:5]1[CH:4]=[C:3]([CH3:9])[C:2]([NH2:29])=[CH:7][N:6]=1 |f:1.2.3,7.8.9|. Reported procedure: 308 mg of 5-bromo-2-chloro-4-methylpyridine was dissolved in 6 mL of toluene, added with 680 mg cesium carbonate, 0.3 mL of benzophenoneimine, 42 mg of 2,2′-bis(diphenylphosphino)-1,1′-binaphtyl and 46 mg of tris(dibenzylideneacetone)bis palladium, and stirred under nitrogen atmosphere at 110° C. for 15 hours. The reaction solution was allowed to cool to room temperature, then added with saturated brine, extracted with ethylacetate, dried over magnesium sulfate, and then the solvent was evaporat... Reactants: BrC1=CC=C(CNC(OC(C)(C)C)=O)C=C1 (tert-butyl N-(4-bromobenzyl)carbamate), O1C=C(C=C1)B1OC(C(O1)(C)C)(C)C (2-(furan-3-yl)-4,4,5,5-tetramethyl-[1,3,2]-dioxaborolane), C([O-])([O-])=O.[K+].[K+] (potassium carbonate), O (water). Reagents/catalysts: C=1C=CC(=CC1)[P](C=2C=CC=CC2)(C=3C=CC=CC3)[Pd]([P](C=4C=CC=CC4)(C=5C=CC=CC5)C=6C=CC=CC6)([P](C=7C=CC=CC7)(C=8C=CC=CC8)C=9C=CC=CC9)[P](C=1C=CC=CC1)(C=1C=CC=CC1)C=1C=CC=CC1 (tetrakis(triphenylphosphine)palladium(0)). Run in CN(C=O)C (N,N-dimethylformamide). Run at temperature 80 celsius, time 12 hour. The product is O1C=C(C=C1)C1=CC=C(CNC(OC(C)(C)C)=O)C=C1 (tert-butyl N-[4-(furan-3-yl)benzyl]-carbamate). As a reaction SMILES: Br[C:2]1[CH:16]=[CH:15][C:5]([CH2:6][NH:7][C:8](=[O:14])[O:9][C:10]([CH3:13])([CH3:12])[CH3:11])=[CH:4][CH:3]=1.[O:17]1[CH:21]=[CH:20][C:19](B2OC(C)(C)C(C)(C)O2)=[CH:18]1.C(=O)([O-])[O-].[K+].[K+].O>C1C=CC([P]([Pd]([P](C2C=CC=CC=2)(C2C=CC=CC=2)C2C=CC=CC=2)([P](C2C=CC=CC=2)(C2C=CC=CC=2)C2C=CC=CC=2)[P](C2C=CC=CC=2)(C2C=CC=CC=2)C2C=CC=CC=2)(C2C=CC=CC=2)C2C=CC=CC=2)=CC=1.CN(C)C=O>[O:17]1[CH:21]=[CH:20][C:19]([C:2]2[CH:16]=[CH:15][C:5]([CH2:6][NH:7][C:8](=[O:14])[O:9][C:10]([CH3:13])([CH3:12])[CH3:11])=[CH:4][CH:3]=2)=[CH:18]1 |f:2.3.4,^1:41,43,62,81|. Procedure: To a mixture of tert-butyl N-(4-bromobenzyl)carbamate (0.14 g), 2-(furan-3-yl)-4,4,5,5-tetramethyl-[1,3,2]-dioxaborolane (0.12 g), potassium carbonate (0.1 g), water (0.2 mL) and N,N-dimethylformamide (1 mL) was added tetrakis(triphenylphosphine)palladium(0) (0.03 g), and the resulting mixture was stirred at 80° C. for 12 hours. The reaction mixture was cooled to room temperature and then the insoluble material was filtered out. The filtrate was partitioned between ethyl acetate (110 mL) and wat... Reactants: C(C)OC(=O)C1CC2=C(N=CN=C2OC=2C=C3C=CN(C3=CC2)C(NC2=NOC(=C2)C2CC2)=O)CN1C(=O)OC(C)(C)C (4-[1-(5-cyclopropyl-isoxazol-3-ylcarbamoyl)-1H-indol-5-yloxy]-5,8-dihydro-6H-pyrido[3,4-d]pyrimidine-6,7-dicarboxylic acid 7-tert-butyl ester 6-ethyl ester), [Li+].[OH-] (LiOH), C(C(=O)Cl)(=O)Cl (oxalyl chloride), CN (Methylamine). The reagents and catalysts are CN(C)C=O (DMF). The solvent is C1CCOC1.CCO.O (THF EtOH H2O). The product is CNC(=O)C1CC2=C(N=CN=C2OC=2C=C3C=CN(C3=CC2)C(NC2=NOC(=C2)C2CC2)=O)CN1 ((±)-4-[1-(5-Cyclopropyl-isoxazol-3-ylcarbamoyl)-1H-indol-5-yloxy]-5,6,7,8-tetrahydro-pyrido[3,4-d]pyrimidine-6-carboxylic acid methylamide). As a reaction SMILES: C([O:3][C:4]([CH:6]1[N:36](C(OC(C)(C)C)=O)[CH2:35][C:9]2[N:10]=[CH:11][N:12]=[C:13]([O:14][C:15]3[CH:16]=[C:17]4[C:21](=[CH:22][CH:23]=3)[N:20]([C:24](=[O:34])[NH:25][C:26]3[CH:30]=[C:29]([CH:31]5[CH2:33][CH2:32]5)[O:28][N:27]=3)[CH:19]=[CH:18]4)[C:8]=2[CH2:7]1)=O)C.[Li+].[OH-].C(Cl)(=O)C(Cl)=O.[CH3:52][NH2:53]>C1COCC1.CCO.O.CN(C=O)C>[CH3:52][NH:53][C:4]([CH:6]1[NH:36][CH2:35][C:9]2[N:10]=[CH:11][N:12]=[C:13]([O:14][C:15]3[CH:16]=[C:17]4[C:21](=[CH:22][CH:23]=3)[N:20]([C:24](=[O:34])[NH:25][C:26]3[CH:30]=[C:29]([CH:31]5[CH2:32][CH2:33]5)[O:28][N:27]=3)[CH:19]=[CH:18]4)[C:8]=2[CH2:7]1)=[O:3] |f:1.2,5.6.7|. Reported procedure: To a solution of 4-[1-(5-cyclopropyl-isoxazol-3-ylcarbamoyl)-1H-indol-5-yloxy]-5,8-dihydro-6H-pyrido[3,4-d]pyrimidine-6,7-dicarboxylic acid 7-tert-butyl ester 6-ethyl ester (110 mg, 0.196 mmol) in THF/EtOH/H2O (3:1:1 mL) LiOH (0.016 g, 0.392 mmol) is added and the reaction stirred until starting material is consumed. At this point the reaction is quenched with 1N HCl (2 mL) and extracted with EtOAc. After drying and evaporation, the crude product is dissolved in DCM (3 mL) at 0° C., oxalyl chlor...